This data is from the Open Reaction Database (ORD), a public repository of structured organic reaction records. The task is: describe an organic reaction: reactants, conditions, products, and yield Starting materials: CO, CC(c1ccc(-c2ccc(=O)n(C)c2)cc1)N1CCC(CC(=O)O)(c2ccc(F)cc2)OC1=O, O=S(Cl)Cl. Yields the product COC(=O)CC1(c2ccc(F)cc2)CCN(C(C)c2ccc(-c3ccc(=O)n(C)c3)cc2)C(=O)O1. As a reaction SMILES: [CH3:39][OH:40].[F:1][c:2]1[cH:3][cH:4][c:5]([C:8]2([CH2:31][C:32](=[O:33])[OH:34])[CH2:9][CH2:10][N:11]([CH:15]([CH3:16])[c:17]3[cH:18][cH:19][c:20](-[c:23]4[cH:24][n:25]([CH3:30])[c:26](=[O:29])[cH:27][cH:28]4)[cH:21][cH:22]3)[C:12](=[O:14])[O:13]2)[cH:6][cH:7]1.[S:35]([Cl:36])([Cl:37])=[O:38]>>[F:1][c:2]1[cH:3][cH:4][c:5]([C:8]2([CH2:31][C:32](=[O:33])[O:34][CH3:39])[CH2:9][CH2:10][N:11]([CH:15]([CH3:16])[c:17]3[cH:18][cH:19][c:20](-[c:23]4[cH:24][n:25]([CH3:30])[c:26](=[O:29])[cH:27][cH:28]4)[cH:21][cH:22]3)[C:12](=[O:14])[O:13]2)[cH:6][cH:7]1. The reactants are [Cl-].CC1=CN=C(C=2N1N=C(N2)C[P+](C2=CC=CC=C2)(C2=CC=CC=C2)C2=CC=CC=C2)C (((5,8-dimethyl-[1,2,4]triazolo[1,5-a]pyrazin-2-yl)methyl)triphenylphosphonium chloride), C1(CC1)N(C1=NN(C(=N1)C=O)C)C (3-(cyclopropyl(methyl)amino)-1-methyl-1H-1,2,4-triazole-5-carbaldehyde). Product: C1(CC1)N(C)C1=NN(C(=N1)C=CC1=NN2C(C(=NC=C2C)C)=N1)C (Cyclopropyl-{5-[2-(5,8-dimethyl-[1,2,4]triazolo[1,5-a]pyrazin-2-yl)-vinyl]-1-methyl-1H-[1,2,4]triazol-3-yl}-methyl-amine). The yield is 33.4%. RXN SMILES: [Cl-].[CH3:2][C:3]1[N:8]2[N:9]=[C:10]([CH2:12][P+](C3C=CC=CC=3)(C3C=CC=CC=3)C3C=CC=CC=3)[N:11]=[C:7]2[C:6]([CH3:32])=[N:5][CH:4]=1.[CH:33]1([N:36]([CH3:45])[C:37]2[N:41]=[C:40]([CH:42]=O)[N:39]([CH3:44])[N:38]=2)[CH2:35][CH2:34]1>>[CH:33]1([N:36]([C:37]2[N:41]=[C:40]([CH:42]=[CH:12][C:10]3[N:11]=[C:7]4[C:6]([CH3:32])=[N:5][CH:4]=[C:3]([CH3:2])[N:8]4[N:9]=3)[N:39]([CH3:44])[N:38]=2)[CH3:45])[CH2:34][CH2:35]1 |f:0.1|. Procedure: Was prepared in the same manner as described in General Procedure Example 1g) using ((5,8-dimethyl-[1,2,4]triazolo[1,5-a]pyrazin-2-yl)methyl)triphenylphosphonium chloride (127 mg, 277 μmol, Eq: 1.00) and 3-(cyclopropyl(methyl)amino)-1-methyl-1H-1,2,4-triazole-5-carbaldehyde (50 mg, 277 μmol, Eq: 1.00) as starting materials. Chromatography afforded Cyclopropyl-{5-[2-(5,8-dimethyl-[1,2,4]triazolo[1,5-a]pyrazin-2-yl)-vinyl]-1-methyl-1H-[1,2,4]triazol-3-yl}-methyl-amine (30 mg, 33.3%) as light yello... The reactants are BrC1=NNC=2N=CC=3CN(CCC3C21)C(C(C2=CC=CC=C2)N2CCN(CC2)C(=O)OC(C)(C)C)=O (tert-butyl 4-(2-(1-bromo-8,9-dihydro-3H-pyrazolo[3,4-c][2,7]naphthyridin-7(6H)-yl)-2-oxo-1-phenylethyl)piperazine-1-carboxylate), solution, Cl (HCl). Solvent: ClCCl (dichloromethane), O1CCOCC1 (1,4-dioxane), O1CCOCC1 (1,4-dioxane). Reaction conditions: time 16 hour. Yields the product [Cl-].BrC1=NNC=2N=CC=3CN(CCC3C21)C(C(C2=CC=CC=C2)N2CC[NH2+]CC2)=O (4-(2-(1-bromo-8,9-dihydro-3H-pyrazolo[3,4-c][2,7]naphthyridin-7(6H)-yl)-2-oxo-1-phenylethyl)piperazin-1-ium chloride). The yield is 71.0%. Reaction SMILES: [Br:1][C:2]1[C:14]2[C:13]3[CH2:12][CH2:11][N:10]([C:15](=[O:36])[CH:16]([N:23]4[CH2:28][CH2:27][N:26](C(OC(C)(C)C)=O)[CH2:25][CH2:24]4)[C:17]4[CH:22]=[CH:21][CH:20]=[CH:19][CH:18]=4)[CH2:9][C:8]=3[CH:7]=[N:6][C:5]=2[NH:4][N:3]=1.[ClH:37]>ClCCl.O1CCOCC1>[Cl-:37].[Br:1][C:2]1[C:14]2[C:13]3[CH2:12][CH2:11][N:10]([C:15](=[O:36])[CH:16]([N:23]4[CH2:24][CH2:25][NH2+:26][CH2:27][CH2:28]4)[C:17]4[CH:18]=[CH:19][CH:20]=[CH:21][CH:22]=4)[CH2:9][C:8]=3[CH:7]=[N:6][C:5]=2[NH:4][N:3]=1 |f:4.5|. Reported procedure: To a solution of tert-butyl 4-(2-(1-bromo-8,9-dihydro-3H-pyrazolo[3,4-c][2,7]naphthyridin-7(6H)-yl)-2-oxo-1-phenylethyl)piperazine-1-carboxylate (0.075 g, 0.17 mmol) in dichloromethane (12 mL) and 1,4-dioxane (6 mL) was added a 4 M solution of HCl gas in 1,4-dioxane (0.82 mL, 3.4 mmol). The reaction was shaken at room temperature for 16 hours. During the reaction a pale tan solid precipitate was formed. The solvent was removed under reduced pressure to give the pure desired product, 4-(2-(1-brom...